This data is from the Open Reaction Database (ORD), a public repository of structured organic reaction records. The task is: describe an organic reaction: reactants, conditions, products, and yield The reactants are CNc1cc(-c2cn(Cc3ccc(OC)cc3)nc2-c2cccc(NS(=O)(=O)c3cc(F)ccc3F)c2)ccn1, O=C(O)C(F)(F)F. The product is CNc1cc(-c2c[nH]nc2-c2cccc(NS(=O)(=O)c3cc(F)ccc3F)c2)ccn1. As a reaction SMILES: [F:1][c:2]1[c:3]([S:9](=[O:10])(=[O:11])[NH:12][c:13]2[cH:14][c:15](-[c:19]3[n:20][n:21]([CH2:32][c:33]4[cH:34][cH:35][c:36]([O:37][CH3:38])[cH:39][cH:40]4)[cH:22][c:23]3-[c:24]3[cH:25][c:26]([NH:30][CH3:31])[n:27][cH:28][cH:29]3)[cH:16][cH:17][cH:18]2)[cH:4][c:5]([F:8])[cH:6][cH:7]1.[OH:41][C:42]([C:43]([F:44])([F:45])[F:46])=[O:47]>>[F:1][c:2]1[c:3]([S:9](=[O:10])(=[O:11])[NH:12][c:13]2[cH:14][c:15](-[c:19]3[n:20][nH:21][cH:22][c:23]3-[c:24]3[cH:25][c:26]([NH:30][CH3:31])[n:27][cH:28][cH:29]3)[cH:16][cH:17][cH:18]2)[cH:4][c:5]([F:8])[cH:6][cH:7]1. Reactants: C(C)(C)S(=O)(=O)CC1=NC(=NC(=C1)N1[C@H](COCC1)C)C1=CC=C(C=C1)NC(OC1=CC=CC=C1)=O (phenyl (4-{4-[(isopropylsulfonyl)methyl]-6-[(3S)-3-methylmorpholin-4-yl]pyrimidin-2-yl}phenyl)carbamate), C[C@@H]1N(CCOC1)C1=NC(=NC(=C1)C(C)(C)S(=O)(=O)C(C)C)C1=CC=C(C=C1)NC(OC1=CC=CC=C1)=O (phenyl N-[4-[4-[(3S)-3-methylmorpholin-4-yl]-6-(2-propan-2-ylsulfonylpropan-2-yl)pyrimidin-2-yl]phenyl]carbamate), amine. Product: C1(CCC1)NC(NC1=CC=C(C=C1)C1=NC(=CC(=N1)N1[C@H](COCC1)C)CS(=O)(=O)C(C)C)=O (3-Cyclobutyl-1-[4-[4-[(3S)-3-methylmorpholin-4-yl]-6-(propan-2-ylsulfonylmethyl)pyrimidin-2-yl]phenyl]urea). As a reaction SMILES: [CH:1]([S:4]([CH2:7][C:8]1[CH:13]=[C:12]([N:14]2[CH2:19][CH2:18][O:17][CH2:16][C@@H:15]2[CH3:20])[N:11]=[C:10]([C:21]2[CH:26]=[CH:25][C:24]([NH:27][C:28](=O)[O:29]C3C=CC=CC=3)=[CH:23][CH:22]=2)[N:9]=1)(=[O:6])=[O:5])([CH3:3])[CH3:2].C[C@H]1COCCN1C1C=C(C(S(C(C)C)(=O)=O)(C)C)N=C([C:59]2[CH:64]=[CH:63][C:62]([NH:65]C(=O)OC3C=CC=CC=3)=CC=2)N=1>>[CH:62]1([NH:65][C:28](=[O:29])[NH:27][C:24]2[CH:25]=[CH:26][C:21]([C:10]3[N:11]=[C:12]([N:14]4[CH2:19][CH2:18][O:17][CH2:16][C@@H:15]4[CH3:20])[CH:13]=[C:8]([CH2:7][S:4]([CH:1]([CH3:3])[CH3:2])(=[O:5])=[O:6])[N:9]=3)=[CH:22][CH:23]=2)[CH2:63][CH2:64][CH2:59]1. Procedure: The following compounds were made in an analogous fashion from either phenyl (4-{4-[(isopropylsulfonyl)methyl]-6-[(3S)-3-methylmorpholin-4-yl]pyrimidin-2-yl}phenyl)carbamate or phenyl N-[4-[4-[(3S)-3-methylmorpholin-4-yl]-6-(2-propan-2-ylsulfonylpropan-2-yl)pyrimidin-2-yl]phenyl]carbamate and the appropriate amine. Starting materials: O (water), C1(CC=CC2=CC=CC=C12)=O ((2H)-naphthalenone), [N+](=O)([O-])C=1C=C(C=O)C=CC1 (3-nitrobenzaldehyde), O.C1(=CC=C(C=C1)S(=O)(=O)O)C (p-toluenesulphonic acid monohydrate). The solvent is C1(=CC=CC=C1)C (toluene). Yields the product [N+](=O)([O-])C=1C=C(C=C2C(C3=CC=CC=C3CC2)=O)C=CC1 (2-(3-nitrobenzylidene)-3,4-dihydro-1(2H)-naphthalenone). As a reaction SMILES: [C:1]1(=[O:11])[C:10]2[C:5](=[CH:6][CH:7]=[CH:8][CH:9]=2)[CH:4]=[CH:3][CH2:2]1.[N+:12]([C:15]1[CH:16]=[C:17]([CH:20]=[CH:21][CH:22]=1)[CH:18]=O)([O-:14])=[O:13].O.C1(C)C=CC(S(O)(=O)=O)=CC=1.O>C1(C)C=CC=CC=1>[N+:12]([C:15]1[CH:16]=[C:17]([CH:20]=[CH:21][CH:22]=1)[CH:18]=[C:2]1[CH2:3][CH2:4][C:5]2[C:10](=[CH:9][CH:8]=[CH:7][CH:6]=2)[C:1]1=[O:11])([O-:14])=[O:13] |f:2.3|. Reported procedure: A mixture of 3,4-dihydro-1)(2H)-naphthalenone (21.9 g), 3-nitrobenzaldehyde (22.6 g) and p-toluenesulphonic acid monohydrate (50 mg) in toluene (250 ml) was stirred at reflux with separation of water for 4.5 hours. The brown solution was allowed to cool overnight. The resulting yellow-orange deposited solid was filtered off, washed well with toluene and dried in vacuo yielding 2-(3-nitrobenzylidene)-3,4-dihydro-1(2H)-naphthalenone as crisp yellow needles. Reactants: ( C ), CC1=C(C=C(C(=O)OC)C=C1)N1C=NC2=CC=C(C=C2C1=O)N1CCN(CC1)CCOC (methyl 4-methyl-3-[6-(4-(2-methoxyethyl)piperazin-1-yl)-4-oxoquinazolin-3(4H)-yl]benzoate), [OH-].[Na+] (NaOH). Product: CC1=C(C=C(C(=O)O)C=C1)N1C=NC2=CC=C(C=C2C1=O)N1CCN(CC1)CCOC (4-methyl-3-[6-(4-(2-methoxyethyl)piperazin-1-yl)-4-oxoquinazolin-3(4H)-yl]benzoic acid). As a reaction SMILES: [CH3:1][C:2]1[CH:11]=[CH:10][C:5]([C:6]([O:8]C)=[O:7])=[CH:4][C:3]=1[N:12]1[C:21](=[O:22])[C:20]2[C:15](=[CH:16][CH:17]=[C:18]([N:23]3[CH2:28][CH2:27][N:26]([CH2:29][CH2:30][O:31][CH3:32])[CH2:25][CH2:24]3)[CH:19]=2)[N:14]=[CH:13]1.[OH-].[Na+]>>[CH3:1][C:2]1[CH:11]=[CH:10][C:5]([C:6]([OH:8])=[O:7])=[CH:4][C:3]=1[N:12]1[C:21](=[O:22])[C:20]2[C:15](=[CH:16][CH:17]=[C:18]([N:23]3[CH2:24][CH2:25][N:26]([CH2:29][CH2:30][O:31][CH3:32])[CH2:27][CH2:28]3)[CH:19]=2)[N:14]=[CH:13]1 |f:1.2|. Procedure details: Using an analogous procedure to that described paragraph (C) in the portion of Example 1 which is concerned with the preparation of starting material methyl 4-methyl-3-[6-(4-(2-methoxyethyl)piperazin-1-yl)-4-oxoquinazolin-3(4H)-yl]benzoate was hydrolysed with 1N NaOH to give 4-methyl-3-[6-(4-(2-methoxyethyl)piperazin-1-yl)-4-oxoquinazolin-3(4H)-yl]benzoic acid; NMR Spectrum: (DMSOd6) 2.16 (s, 3H), 3.30 (m, 9H), 3.60 (m, 2H), 3.80 (m, 2H), 4.00 (m, 2H), 7.58 (m, 2H), 7.69 (m, 2H), 7.93 (s, 1H), 8... The reactants are ClC1=CC=C(C=C1)C(C#CC(C)(O[Si](C)(C)C)C)=O (1-(4-chlorophenyl)-4-methyl-4-(trimethylsilyloxy)pent-2-yn-1-one), CC=1C=CC(=CC1)S(=O)(=O)O (PTSA). Solvent: O (water), C(Cl)Cl (DCM). Run at time 1 hour. Product: ClC1=CC=C(C=C1)C(C#CC(C)(C)O)=O (1-(4-chlorophenyl)-4-hydroxy-4-methylpent-2-yn-1-one). Yield: 86.2%. RXN SMILES: [Cl:1][C:2]1[CH:7]=[CH:6][C:5]([C:8](=[O:19])[C:9]#[C:10][C:11]([CH3:18])([O:13][Si](C)(C)C)[CH3:12])=[CH:4][CH:3]=1.CC1C=CC(S(O)(=O)=O)=CC=1>C(Cl)Cl.O>[Cl:1][C:2]1[CH:3]=[CH:4][C:5]([C:8](=[O:19])[C:9]#[C:10][C:11]([OH:13])([CH3:12])[CH3:18])=[CH:6][CH:7]=1. Procedure: To a stirred solution of 1-(4-chlorophenyl)-4-methyl-4-(trimethylsilyloxy)pent-2-yn-1-one (3.7 g, 12.50 mmol) in DCM (20 mL) was added PTSA (2.87 g, 15.01 mmol) at RT. The reaction mixture was stirred for 1 h and diluted with water (10 mL). The combined organic layers were washed with a saturated NaHCO3 solution and water, dried over Na2SO4, filtered, and then concentrated in vacuo to afford 1-(4-chlorophenyl)-4-hydroxy-4-methylpent-2-yn-1-one (2.40 g) as a pale red oil. The reactants are CC(C)=O, Cc1ccccc1, O=C(Cl)c1ccc(Cl)s1, NCC1CN(c2ccc(N3CCOCC3=O)cc2)C(=O)O1, [Na+], [Na+], O=C([O-])[O-], O. The product is O=C(NCC1CN(c2ccc(N3CCOCC3=O)cc2)C(=O)O1)c1ccc(Cl)s1. RXN SMILES: [CH3:38][C:39](=[O:40])[CH3:41].[CH3:42][c:43]1[cH:44][cH:45][cH:46][cH:47][cH:48]1.[Cl:28][c:29]1[cH:30][cH:31][c:32]([C:34](=[O:35])[Cl:36])[s:33]1.[NH2:1][CH2:2][CH:3]1[CH2:4][N:5]([c:9]2[cH:10][cH:11][c:12]([N:15]3[C:16](=[O:21])[CH2:17][O:18][CH2:19][CH2:20]3)[cH:13][cH:14]2)[C:6](=[O:8])[O:7]1.[Na+:22].[Na+:23].[O-:24][C:25](=[O:26])[O-:27].[OH2:37]>>[NH:1]([CH2:2][CH:3]1[CH2:4][N:5]([c:9]2[cH:10][cH:11][c:12]([N:15]3[C:16](=[O:21])[CH2:17][O:18][CH2:19][CH2:20]3)[cH:13][cH:14]2)[C:6](=[O:8])[O:7]1)[C:34]([c:32]1[cH:31][cH:30][c:29]([Cl:28])[s:33]1)=[O:35]. Starting materials: O=C(O)c1ccc(Cl)cc1NS(=O)(=O)c1cccc2nccnc12, Cl, CC(N)c1ccc(F)cc1. Product: CC(NC(=O)c1ccc(Cl)cc1NS(=O)(=O)c1cccc2nccnc12)c1ccc(F)cc1. Reaction SMILES: [Cl:1][c:2]1[cH:3][c:4]([NH:11][S:12](=[O:13])(=[O:14])[c:15]2[c:16]3[n:17][cH:18][cH:19][n:20][c:21]3[cH:22][cH:23][cH:24]2)[c:5]([C:6](=[O:7])[OH:8])[cH:9][cH:10]1.[ClH:25].[F:26][c:27]1[cH:28][cH:29][c:30]([CH:33]([CH3:34])[NH2:35])[cH:31][cH:32]1>>[Cl:1][c:2]1[cH:3][c:4]([NH:11][S:12](=[O:13])(=[O:14])[c:15]2[c:16]3[n:17][cH:18][cH:19][n:20][c:21]3[cH:22][cH:23][cH:24]2)[c:5]([C:6](=[O:7])[NH:35][CH:33]([c:30]2[cH:29][cH:28][c:27]([F:26])[cH:32][cH:31]2)[CH3:34])[cH:9][cH:10]1. Procedure details: To 10 ml of toluene was added 6.0g (9.9 mmol) of trans-1,2-bis(tri-n-butylstannyl)ethylene, which was prepared according to the procedure of Corey, et al., J. Org. Chem., 40, 3788 (1975), and 0.5 g (1.8 mmol) of the product of Example 3. To the solution was then added 0.040 g (0.035 mmol) of 2 mole% tetrakis(triphenylphosphine)palladium(0) and the solution was degassed with argon. The reaction mixture was heated under argon for 1 hour at 120 ° C. (oil bath). Thereafter, the reaction mixture was ... Product: Br/C=C/C1=C(C=CC=C1)C(CCCC(=O)OC)=O (methyl 2-(2-bromo-E-ethenyl)-δ-oxobenzenepentanoate). Run at temperature 120 celsius. Starting materials: BrBr (Br2), C1(=CC=CC=C1)C (toluene), C(CCC)[Sn](\C=C\[Sn](CCCC)(CCCC)CCCC)(CCCC)CCCC (trans-1,2-bis(tri-n-butylstannyl)ethylene), BrC1=C(C=CC=C1)C(CCCC(=O)OC)=O (methyl 2-bromo-δ-oxobenzenepentanoate), BrC1=C(C=CC=C1)C(CCCC(=O)OC)=O (methyl 2-bromo-δ-oxobenzenepentanoate). Reaction SMILES: [C:1]1([CH3:7])C=CC=CC=1.C([Sn](CCCC)(CCCC)/C=C/[Sn](CCCC)(CCCC)CCCC)CCC.Br[C:37]1[CH:42]=[CH:41][CH:40]=[CH:39][C:38]=1[C:43](=[O:51])[CH2:44][CH2:45][CH2:46][C:47]([O:49][CH3:50])=[O:48].[Br:52]Br>C(Cl)(Cl)(Cl)Cl.C1C=CC([P]([Pd]([P](C2C=CC=CC=2)(C2C=CC=CC=2)C2C=CC=CC=2)([P](C2C=CC=CC=2)(C2C=CC=CC=2)C2C=CC=CC=2)[P](C2C=CC=CC=2)(C2C=CC=CC=2)C2C=CC=CC=2)(C2C=CC=CC=2)C2C=CC=CC=2)=CC=1>[Br:52]/[CH:1]=[CH:7]/[C:37]1[CH:42]=[CH:41][CH:40]=[CH:39][C:38]=1[C:43](=[O:51])[CH2:44][CH2:45][CH2:46][C:47]([O:49][CH3:50])=[O:48] |^1:62,64,83,102|. Solvent: C(Cl)(Cl)(Cl)Cl (CCl4). Reagents/catalysts: C=1C=CC(=CC1)[P](C=2C=CC=CC2)(C=3C=CC=CC3)[Pd]([P](C=4C=CC=CC4)(C=5C=CC=CC5)C=6C=CC=CC6)([P](C=7C=CC=CC7)(C=8C=CC=CC8)C=9C=CC=CC9)[P](C=1C=CC=CC1)(C=1C=CC=CC1)C=1C=CC=CC1 (tetrakis(triphenylphosphine)palladium(0)). Reactants: CC(C)(C)[Si](C)(C)OCCc1ccc(CC=O)cc1, CC(=O)O[BH-](OC(C)=O)OC(C)=O, CC(=O)O, CN1CCCC1=O, Cc1nc(C(=O)N2CCOC3(CCNCC3)C2)cs1, O=C(O)C(F)(F)F, [Na+]. Yields the product Cc1nc(C(=O)N2CCOC3(CCN(CCc4ccc(CCO[Si](C)(C)C(C)(C)C)cc4)CC3)C2)cs1. Reaction SMILES: [C:27]([CH3:28])([CH3:29])([CH3:30])[Si:31]([O:32][CH2:33][CH2:34][c:35]1[cH:36][cH:37][c:38]([CH2:41][CH:42]=[O:43])[cH:39][cH:40]1)([CH3:44])[CH3:45].[C:50]([O:51][BH-:52]([O:53][C:54](=[O:55])[CH3:56])[O:57][C:58](=[O:59])[CH3:60])(=[O:61])[CH3:62].[CH3:46][C:47](=[O:48])[OH:49].[CH3:64][N:65]1[CH2:66][CH2:67][CH2:68][C:69]1=[O:70].[CH3:8][c:9]1[s:10][cH:11][c:12]([C:14](=[O:15])[N:16]2[CH2:17][CH2:18][O:19][C:20]3([CH2:21]2)[CH2:22][CH2:23][NH:24][CH2:25][CH2:26]3)[n:13]1.[F:1][C:2]([F:3])([F:4])[C:5]([OH:6])=[O:7].[Na+:63]>>[CH3:8][c:9]1[s:10][cH:11][c:12]([C:14](=[O:15])[N:16]2[CH2:17][CH2:18][O:19][C:20]3([CH2:21]2)[CH2:22][CH2:23][N:24]([CH2:42][CH2:41][c:38]2[cH:37][cH:36][c:35]([CH2:34][CH2:33][O:32][Si:31]([C:27]([CH3:28])([CH3:29])[CH3:30])([CH3:44])[CH3:45])[cH:40][cH:39]2)[CH2:25][CH2:26]3)[n:13]1. Starting materials: COC=1C=C(CN)C=CC1OC (3,4-dimethoxybenzylamine), ClCCN=C=O (2-chloroethyl isocyanate). Solvent: C1CCOC1 (THF). Product: COC=1C=C(C=CC1OC)CNC(=O)NCCCl (N-{[3,4-Bis(methyloxy)phenyl]methyl}-N′-(2-chloroethyl)urea). Isolated yield 89.0%. Reaction SMILES: [CH3:1][O:2][C:3]1[CH:4]=[C:5]([CH:8]=[CH:9][C:10]=1[O:11][CH3:12])[CH2:6][NH2:7].[Cl:13][CH2:14][CH2:15][N:16]=[C:17]=[O:18]>C1COCC1>[CH3:1][O:2][C:3]1[CH:4]=[C:5]([CH2:6][NH:7][C:17]([NH:16][CH2:15][CH2:14][Cl:13])=[O:18])[CH:8]=[CH:9][C:10]=1[O:11][CH3:12]. Reported procedure: To a solution of 3,4-dimethoxybenzylamine (2 g, 12 mmol) in anh. THF (25 mL), at r.t., under N2, was added 2-chloroethyl isocyanate (1.02 mL, 1 eq). The reaction was complete after the addition. It was concentrated and the residue was purified by flash chromatography (silica gel, cHex/EtOAc 1:1→7:3 EtOAc/NH3 (0.5 in MeOH)) to give the title compound as a white solid (2.9 g, 89%).